From a dataset of the Open Reaction Database (ORD), a public repository of structured organic reaction records. describe an organic reaction: reactants, conditions, products, and yield Reactants: O=C([O-])C(=O)[O-], CCCN(CCN1C(=O)C(O)C(c2ccc(OC)cc2)Sc2cc(Cl)ccc21)Cc1ccccc1, CC(=O)OC(C)=O, c1ccncc1. The product is O=C(O)C(=O)O, CCCN(CCN1C(=O)C(OC(C)=O)C(c2ccc(OC)cc2)Sc2cc(Cl)ccc21)Cc1ccccc1. RXN SMILES: [C:43]([C:44](=[O:45])[O-:46])(=[O:47])[O-:48].[CH3:1][O:2][c:3]1[cH:4][cH:5][c:6]([CH:9]2[S:10][c:11]3[c:12]([cH:31][cH:32][c:33]([Cl:35])[cH:34]3)[N:13]([CH2:18][CH2:19][N:20]([CH2:21][CH2:22][CH3:23])[CH2:24][c:25]3[cH:26][cH:27][cH:28][cH:29][cH:30]3)[C:14](=[O:17])[CH:15]2[OH:16])[cH:7][cH:8]1.[CH3:36][C:37](=[O:38])[O:39][C:40](=[O:41])[CH3:42].[cH:49]1[cH:50][cH:51][n:52][cH:53][cH:54]1>>[C:43]([C:44](=[O:45])[OH:46])(=[O:47])[OH:48].[CH3:1][O:2][c:3]1[cH:4][cH:5][c:6]([CH:9]2[S:10][c:11]3[c:12]([cH:31][cH:32][c:33]([Cl:35])[cH:34]3)[N:13]([CH2:18][CH2:19][N:20]([CH2:21][CH2:22][CH3:23])[CH2:24][c:25]3[cH:26][cH:27][cH:28][cH:29][cH:30]3)[C:14](=[O:17])[CH:15]2[O:16][C:37]([CH3:36])=[O:38])[cH:7][cH:8]1. The reactants are C1(CCCCC1)CCO (Cyclohexylethyl alcohol), C(=C)OCC (ethyl vinyl ether). Procedure details: Cyclohexylethyl alcohol was mixed with ethyl vinyl ether. Mercury acetate was added thereto and this mixture was stirred at room temperature for 12 hours. The resultant reaction mixture was extracted with ethyl acetate and water, and the extract was washed with water and then distilled under reduced pressure to obtain cyclohexylethyl vinyl ether (X-1) as the target compound. Reaction conditions: time 12 hour. The product is C(=C)OCCC1CCCCC1 (cyclohexylethyl vinyl ether). The reagents and catalysts are C(C)(=O)[O-].[Hg+] (Mercury acetate). As a reaction SMILES: [CH:1]1([CH2:7][CH2:8][OH:9])[CH2:6][CH2:5][CH2:4][CH2:3][CH2:2]1.[CH:10](OCC)=[CH2:11]>C([O-])(=O)C.[Hg+]>[CH:10]([O:9][CH2:8][CH2:7][CH:1]1[CH2:6][CH2:5][CH2:4][CH2:3][CH2:2]1)=[CH2:11] |f:2.3|.